From a dataset of the Open Reaction Database (ORD), a public repository of structured organic reaction records. describe an organic reaction: reactants, conditions, products, and yield The reactants are C[SiH](C)c1ccccc1, CO, CCOCC, O=S(=O)(N=Cc1ccccc1)c1ccccc1, O=C(O)C(F)(F)F, c1ccccc1. Yields the product O=S(=O)(NCc1ccccc1)c1ccccc1. As a reaction SMILES: [CH3:18][SiH:19]([CH3:20])[c:21]1[cH:22][cH:23][cH:24][cH:25][cH:26]1.[CH3:27][OH:28].[CH3:42][CH2:43][O:44][CH2:45][CH3:46].[CH:1]([c:2]1[cH:3][cH:4][cH:5][cH:6][cH:7]1)=[N:8][S:9](=[O:10])(=[O:11])[c:12]1[cH:13][cH:14][cH:15][cH:16][cH:17]1.[OH:29][C:30]([C:31]([F:32])([F:33])[F:34])=[O:35].[cH:36]1[cH:37][cH:38][cH:39][cH:40][cH:41]1>>[CH2:1]([c:2]1[cH:3][cH:4][cH:5][cH:6][cH:7]1)[NH:8][S:9](=[O:10])(=[O:11])[c:12]1[cH:13][cH:14][cH:15][cH:16][cH:17]1. Reactants: CNC(=S)C1(C(CCCC1)=O)N1C=NC(=C1)C (N-methyl-1-(4-methylimidazol-1-yl) 2-oxocyclohexanecarbothioamide), [BH4-].[Na+] (sodium borohydride), C(Cl)(Cl)Cl (chloroform). Run in CO (methanol), CO (methanol). Conditions: time 30 minute. Yield: 61.6%. Product: OC1C(CCCC1)(C(NC)=S)N1C=NC(=C1)C (2-Hydroxy-1-(4-methylimidazol-1-yl)-N-methylcyclohexanecarbothioamide). Procedure: 19.09 g of the N-methyl-1-(4-methylimidazol-1-yl) 2-oxocyclohexanecarbothioamide prepared in the Preparative Example 2 was suspended in 290 ml of methanol. The obtained suspension was stirred under cooling with ice, followed by the addition of 1.44 g of sodium borohydride. The reaction mixture was analyzed by silica gel thin-layer chromatography (developer: a 10:1 mixture of chloroform and methanol). The product was a mixture comprising a lower-polarity diastereomer (L-form) as the main product ... As a reaction SMILES: [CH3:1][NH:2][C:3]([C:5]1([N:12]2[CH:16]=[C:15]([CH3:17])[N:14]=[CH:13]2)[CH2:10][CH2:9][CH2:8][CH2:7][C:6]1=[O:11])=[S:4].[BH4-].[Na+].C(Cl)(Cl)Cl>CO>[OH:11][CH:6]1[CH2:7][CH2:8][CH2:9][CH2:10][C:5]1([N:12]1[CH:16]=[C:15]([CH3:17])[N:14]=[CH:13]1)[C:3](=[S:4])[NH:2][CH3:1] |f:1.2|. Starting materials: CC(=O)O[BH-](OC(C)=O)OC(C)=O, OC1C(O)C2CC1C1C=CCC12, CC(Cl)Cl, [O-][I+3]([O-])([O-])[O-], NCc1ccccc1, [Na+], [Na+], [Na+], [Na+], O=C([O-])[O-], C1COCCO1, O. Yields the product C1=CC2C3CC(CN(Cc4ccccc4)C3)C2C1. Reaction SMILES: [C:27]([O:28][BH-:29]([O:30][C:31](=[O:32])[CH3:33])[O:34][C:35](=[O:36])[CH3:37])(=[O:38])[CH3:39].[CH:1]12[CH:2]3[CH:3]=[CH:4][CH2:5][CH:6]3[CH:7]([CH:8]([OH:10])[CH:9]1[OH:11])[CH2:12]2.[Cl:54][CH:55]([Cl:56])[CH3:57].[I+3:13]([O-:14])([O-:15])([O-:16])[O-:17].[NH2:19][CH2:20][c:21]1[cH:22][cH:23][cH:24][cH:25][cH:26]1.[Na+:18].[Na+:40].[Na+:41].[Na+:42].[O-:43][C:44](=[O:45])[O-:46].[O:47]1[CH2:48][CH2:49][O:50][CH2:51][CH2:52]1.[OH2:53]>>[CH:1]12[CH:2]3[CH:3]=[CH:4][CH2:5][CH:6]3[CH:7]([CH2:8][N:19]([CH2:20][c:21]3[cH:22][cH:23][cH:24][cH:25][cH:26]3)[CH2:9]1)[CH2:12]2.